This data is from the Open Reaction Database (ORD), a public repository of structured organic reaction records. The task is: describe an organic reaction: reactants, conditions, products, and yield The reactants are O=C1CCC(=O)N1Br, O=C(O)C(=CC1CCC2(C1)OC(c1ccccc1)C(c1ccccc1)O2)c1ccc(S(=O)(=O)C2CC2)c(C2CC2)c1, ClCCl, CC(C)(C)OC(=O)n1ccc(N)n1, O, c1ccc(P(c2ccccc2)c2ccccc2)cc1, c1ccncc1. Product: CC(C)(C)OC(=O)n1ccc(NC(=O)C(=CC2CCC3(C2)OC(c2ccccc2)C(c2ccccc2)O3)c2ccc(S(=O)(=O)C3CC3)c(C3CC3)c2)n1. Reaction SMILES: [Br:20][N:21]1[C:22](=[O:23])[CH2:24][CH2:25][C:26]1=[O:27].[CH:28]1([c:31]2[cH:32][c:33]([C:43]([C:44](=[O:45])[OH:46])=[CH:47][CH:48]3[CH2:49][C:50]4([O:51][CH:52]([c:61]5[cH:62][cH:63][cH:64][cH:65][cH:66]5)[CH:53]([c:55]5[cH:56][cH:57][cH:58][cH:59][cH:60]5)[O:54]4)[CH2:67][CH2:68]3)[cH:34][cH:35][c:36]2[S:37](=[O:38])(=[O:39])[CH:40]2[CH2:41][CH2:42]2)[CH2:29][CH2:30]1.[Cl:82][CH2:83][Cl:84].[NH2:69][c:70]1[n:71][n:72]([C:75](=[O:76])[O:77][C:78]([CH3:79])([CH3:80])[CH3:81])[cH:73][cH:74]1.[OH2:85].[c:1]1([P:2]([c:3]2[cH:4][cH:5][cH:6][cH:7][cH:8]2)[c:9]2[cH:10][cH:11][cH:12][cH:13][cH:14]2)[cH:15][cH:16][cH:17][cH:18][cH:19]1.[cH:86]1[cH:87][cH:88][n:89][cH:90][cH:91]1>>[CH:28]1([c:31]2[cH:32][c:33]([C:43]([C:44](=[O:45])[NH:69][c:70]3[n:71][n:72]([C:75](=[O:76])[O:77][C:78]([CH3:79])([CH3:80])[CH3:81])[cH:73][cH:74]3)=[CH:47][CH:48]3[CH2:49][C:50]4([O:51][CH:52]([c:61]5[cH:62][cH:63][cH:64][cH:65][cH:66]5)[CH:53]([c:55]5[cH:56][cH:57][cH:58][cH:59][cH:60]5)[O:54]4)[CH2:67][CH2:68]3)[cH:34][cH:35][c:36]2[S:37](=[O:38])(=[O:39])[CH:40]2[CH2:41][CH2:42]2)[CH2:29][CH2:30]1.